Dataset: the Open Reaction Database (ORD), a public repository of structured organic reaction records. Task: describe an organic reaction: reactants, conditions, products, and yield Starting materials: C(C1=CC=CC=C1)OC(=O)N1C(CN(CC1)C)C(=O)C=1OC2=C(C1)C=C(C=C2)F ((RS)-2-[1-(5-Fluoro-benzofuran-2-yl)methanoyl]-4-methyl-piperazine-1-carboxylic acid benzyl ester), CO (methanol). The reagents and catalysts are [Pd] (Pd—C). The solvent is C(C)(=O)OCC (ethyl acetate). The product is FC=1C=CC2=C(C=C(O2)C(O)C2NCCN(C2)C)C1 ((RS)-1-(5-Fluoro-benzofuran-2-yl)-1-((RS)-4-methyl-piperazin-2-yl)-methanol). Isolated yield 90.0%. RXN SMILES: C(OC([N:11]1[CH2:16][CH2:15][N:14]([CH3:17])[CH2:13][CH:12]1[C:18]([C:20]1[O:21][C:22]2[CH:28]=[CH:27][C:26]([F:29])=[CH:25][C:23]=2[CH:24]=1)=[O:19])=O)C1C=CC=CC=1.CO>C(OCC)(=O)C.[Pd]>[F:29][C:26]1[CH:27]=[CH:28][C:22]2[O:21][C:20]([CH:18]([CH:12]3[CH2:13][N:14]([CH3:17])[CH2:15][CH2:16][NH:11]3)[OH:19])=[CH:24][C:23]=2[CH:25]=1. Procedure details: (RS)-2-[1-(5-Fluoro-benzofuran-2-yl)methanoyl]-4-methyl-piperazine-1-carboxylic acid benzyl ester, D50 (0.65 g, 1.6 mmol) in ethyl acetate (20 ml) and methanol (20 ml) was hydrogenated at NTP over 10% Pd—C (0.47 g, 50% w/w paste in water) for 3.5 h. The reaction mixture was filtered through Kieselguhr, washing well with methanol and the filtrate evaporated to afford the title product (0.41 g, 90%). Starting materials: C(C)(=O)NC=1SC=C(N1)C=CC=1C=C(SC1)/C=C/C(=O)OC (Methyl (2E)-3-(4-{2-[2-(acetylamino)-1,3-thiazol-4-yl]vinyl}thiophen-2-yl)acrylate). The reagents and catalysts are [C].[Pd] (Palladium carbon). The solvent is C(C)(=O)OCC (ethyl acetate), C(C)(=O)O (acetic acid). Yields the product C(C)(=O)NC=1SC=C(N1)CCC=1C=C(SC1)CCC(=O)OC (methyl 3-(4-{2-[2-(acetylamino)-1,3-thiazol-4-yl]ethyl}thiophen-2-yl)propionate). Yield: 83.0%. Reaction SMILES: [C:1]([NH:4][C:5]1[S:6][CH:7]=[C:8]([CH:10]=[CH:11][C:12]2[CH:13]=[C:14](/[CH:17]=[CH:18]/[C:19]([O:21][CH3:22])=[O:20])[S:15][CH:16]=2)[N:9]=1)(=[O:3])[CH3:2]>C(OCC)(=O)C.C(O)(=O)C.[C].[Pd]>[C:1]([NH:4][C:5]1[S:6][CH:7]=[C:8]([CH2:10][CH2:11][C:12]2[CH:13]=[C:14]([CH2:17][CH2:18][C:19]([O:21][CH3:22])=[O:20])[S:15][CH:16]=2)[N:9]=1)(=[O:3])[CH3:2] |f:3.4|. Procedure: Methyl (2E)-3-(4-{2-[2-(acetylamino)-1,3-thiazol-4-yl]vinyl}thiophen-2-yl)acrylate (3.000 g, 8.971 mmol) was dissolved in ethyl acetate (400 ml) and acetic acid (100 ml). 20% Palladium carbon was added, and the mixture was hydrogenated at room temperature under an atmospheric pressure. After the completion of the reaction, the catalyst was filtered off, and the filtrate was concentrated under reduced pressure. The residue was purified by silica gel column chromatography (FUJI SILYSIA CHEMICAL LT...